Dataset: the Open Reaction Database (ORD), a public repository of structured organic reaction records. Task: describe an organic reaction: reactants, conditions, products, and yield The reactants are Cc1csc(Oc2c(C)cc([N+](=O)[O-])c(C)c2Cl)c1C, CCOC(C)=O, CCCCCC, Cl, [Na+], C1COCCO1, [OH-], O. Yields the product Cc1csc(Oc2c(C)cc(N)c(C)c2Cl)c1C. RXN SMILES: [CH3:1][c:2]1[c:3]([O:8][c:9]2[c:10]([CH3:20])[cH:11][c:12]([N+:17]([O-:18])=[O:19])[c:13]([CH3:16])[c:14]2[Cl:15])[s:4][cH:5][c:6]1[CH3:7].[CH3:31][CH2:32][O:33][C:34](=[O:35])[CH3:36].[CH3:37][CH2:38][CH2:39][CH2:40][CH2:41][CH3:42].[ClH:21].[Na+:23].[O:25]1[CH2:26][CH2:27][O:28][CH2:29][CH2:30]1.[OH-:22].[OH2:24]>>[CH3:1][c:2]1[c:3]([O:8][c:9]2[c:10]([CH3:20])[cH:11][c:12]([NH2:17])[c:13]([CH3:16])[c:14]2[Cl:15])[s:4][cH:5][c:6]1[CH3:7]. Product: Cl.NCC=1C=CC(=C(C#N)C1)N1CCC(CC1)(C)C (5-(Aminomethyl)-2-(4,4-dimethylpiperidin-1-yl)benzonitrile hydrochloride). Reaction conditions: time 36 hour. Solvent: CCOCC (Et2O). Starting materials: C(#N)C=1C=C(CNC(OC(C)(C)C)=O)C=CC1N1CCC(CC1)(C)C (tert-Butyl 3-cyano-4-(4,4-dimethylpiperidin-1-yl)benzylcarbamate), Cl (HCl). Procedure: tert-Butyl 3-cyano-4-(4,4-dimethylpiperidin-1-yl)benzylcarbamate (250 mg, 0.73 mmol) was dissolved in Et2O (10 ml). HCl (2.0 M in Et2O)(10 ml) was added to the solution. The mixture was stirred for 36 h. The solvents were removed and the residue was used without further purification. As a reaction SMILES: [C:1]([C:3]1[CH:4]=[C:5]([CH:15]=[CH:16][C:17]=1[N:18]1[CH2:23][CH2:22][C:21]([CH3:25])([CH3:24])[CH2:20][CH2:19]1)[CH2:6][NH:7]C(=O)OC(C)(C)C)#[N:2].[ClH:26]>CCOCC>[ClH:26].[NH2:7][CH2:6][C:5]1[CH:15]=[CH:16][C:17]([N:18]2[CH2:23][CH2:22][C:21]([CH3:25])([CH3:24])[CH2:20][CH2:19]2)=[C:3]([CH:4]=1)[C:1]#[N:2] |f:3.4|. Reactants: Cl.FC(OC1=CC=C(C=C1)NN)(F)F ((4-(trifluoromethoxy)phenyl)hydrazine hydrochloride), CC(C(CC#N)=O)(C)C (4,4-dimethyl-3-oxopentanenitrile), Cl (hydrochloric acid). Yields the product C(C)(C)(C)C1=NN(C(=C1)N)C1=CC=C(C=C1)OC(F)(F)F (3-tert-Butyl-1-(4-(trifluoromethoxy)phenyl)-1H-pyrazol-5-amine). The solvent is CCO (EtOH). Reported procedure: A solution of (4-(trifluoromethoxy)phenyl)hydrazine hydrochloride (1.83 g, 8.01 mmol) and 4,4-dimethyl-3-oxopentanenitrile (1.10 g, 8.81 mmol) in a mixture of conc hydrochloric acid (12 M, 2.0 mL) and EtOH (20 mL) was heated at reflux for 18 hr. The mixture was cooled to RT and was partitioned between aq. NaOH (2.0 M, 50 mL) and ether (100 mL). The organic layer was separated and was washed with brine (100 mL) and then dried and evaporated in vacuo to afford the title compound, Intermediate A27,... Reaction SMILES: Cl.[F:2][C:3]([F:14])([F:13])[O:4][C:5]1[CH:10]=[CH:9][C:8]([NH:11][NH2:12])=[CH:7][CH:6]=1.[CH3:15][C:16]([CH3:23])([CH3:22])[C:17](=O)[CH2:18][C:19]#[N:20].Cl>CCO>[C:16]([C:17]1[CH:18]=[C:19]([NH2:20])[N:11]([C:8]2[CH:7]=[CH:6][C:5]([O:4][C:3]([F:13])([F:14])[F:2])=[CH:10][CH:9]=2)[N:12]=1)([CH3:23])([CH3:22])[CH3:15] |f:0.1|.